Dataset: the Open Reaction Database (ORD), a public repository of structured organic reaction records. Task: describe an organic reaction: reactants, conditions, products, and yield The reactants are ClC1=NC=CC=C1[N+](=O)[O-] (2-Chloro-3-nitropyridine), C(C)N (ethylamine), C(C)O (ethanol). Product: C(C)NC1=NC=CC=C1[N+](=O)[O-] (N-ethyl-3-nitropyridin-2-amine). Isolated yield 92.0%. Run at time 8 hour. RXN SMILES: Cl[C:2]1[C:7]([N+:8]([O-:10])=[O:9])=[CH:6][CH:5]=[CH:4][N:3]=1.[CH2:11]([NH2:13])[CH3:12].C(O)C>>[CH2:11]([NH:13][C:2]1[C:7]([N+:8]([O-:10])=[O:9])=[CH:6][CH:5]=[CH:4][N:3]=1)[CH3:12]. Procedure details: 2-Chloro-3-nitropyridine (20.00 g, 126 mmol) was added to ethylamine in ethanol (40 mL, 80 mmol) at room temperature and kept overnight. The solution was evaporated, the residue was diluted with 150 mL of EtOAc, washed with aqueous NaHCO3 and purified by column chromatography on silica gel (hexane/ethyl acetate 4/1) to give yellow solid (19.5 g, 92%). Starting materials: O=C1[C@H]([C@H](OC2=C(N1)C=CC=C2)C2=CC=CC=C2)NC([C@@H](NC(CC2=CC=CC=C2)=O)C)=O (N1-[(2R,3S)-4-Oxo-2-phenyl-2,3,4,5-tetrahydro-1,5-benzoxazepin-3-yl]-N2-(phenylacetyl)-L-alaninamide), FC1=CC=C(C=C1)CC(=O)O (4-fluorophenylacetic acid). Yields the product FC1=CC=C(C=C1)CC(=O)N[C@@H](C)C(=O)N[C@H]1[C@H](OC2=C(NC1=O)C=CC=C2)C2=CC=CC=C2 (N2-[(4-Fluorophenyl)acetyl]-N1-[(2R,3S)-4-oxo-2-phenyl-2,3,4,5-tetrahydro-1,5-benzoxazepin-3-yl]-L-alaninamide). As a reaction SMILES: [O:1]=[C:2]1[NH:8][C:7]2[CH:9]=[CH:10][CH:11]=[CH:12][C:6]=2[O:5][C@H:4]([C:13]2[CH:18]=[CH:17][CH:16]=[CH:15][CH:14]=2)[C@@H:3]1[NH:19][C:20](=[O:33])[C@H:21]([CH3:32])[NH:22][C:23](=[O:31])[CH2:24][C:25]1[CH:30]=[CH:29][CH:28]=[CH:27][CH:26]=1.[F:34]C1C=CC(CC(O)=O)=CC=1>>[F:34][C:28]1[CH:27]=[CH:26][C:25]([CH2:24][C:23]([NH:22][C@H:21]([C:20]([NH:19][C@@H:3]2[C:2](=[O:1])[NH:8][C:7]3[CH:9]=[CH:10][CH:11]=[CH:12][C:6]=3[O:5][C@@H:4]2[C:13]2[CH:18]=[CH:17][CH:16]=[CH:15][CH:14]=2)=[O:33])[CH3:32])=[O:31])=[CH:30][CH:29]=1. Procedure details: A method similar to the one described for (113) was used except that 4-fluorophenylacetic acid (77 mg) was used instead of phenylacetic acid to afford the title compound as a 1:1 mixture with the 2S,3R diastereomer (134 mg), white solid, m.p. 130-140° C. 1H NMR (300 MHz, CDCl3) δ 0.97 (d, 1.5H, J=5 Hz), 1.07 (d, 1.5H, J=5Hz), 3.43 (two peaks, 2H), 4.52 (m, 0.5H), 4.57(m, 0.5H), 4.93 (t, 1H, J=6 Hz), 5.11 (t, 1H, J=6 Hz), 5.78(dd, 1H, J=7 Hz, J=10 Hz), 6.05 (d, 0.5H, J=8 Hz), 6.21(d, 0.5 Hz, J=8 ... The reactants are BrC(Br)(Br)Br, OCCn1cc2c(n1)CCc1c-2sc2ncnc(Nc3ccc(F)c(Cl)c3)c12, ClCCl, c1ccc(P(c2ccccc2)c2ccccc2)cc1. The product is Fc1ccc(Nc2ncnc3sc4c(c23)CCc2nn(CCBr)cc2-4)cc1Cl. Reaction SMILES: [C:48]([Br:49])([Br:50])([Br:51])[Br:52].[Cl:1][c:2]1[cH:3][c:4]([NH:9][c:10]2[n:11][cH:12][n:13][c:14]3[c:15]2[c:16]2[c:17]([s:28]3)-[c:18]3[cH:19][n:20]([CH2:25][CH2:26][OH:27])[n:21][c:22]3[CH2:23][CH2:24]2)[cH:5][cH:6][c:7]1[F:8].[Cl:53][CH2:54][Cl:55].[c:29]1([P:30]([c:31]2[cH:32][cH:33][cH:34][cH:35][cH:36]2)[c:37]2[cH:38][cH:39][cH:40][cH:41][cH:42]2)[cH:43][cH:44][cH:45][cH:46][cH:47]1>>[Cl:1][c:2]1[cH:3][c:4]([NH:9][c:10]2[n:11][cH:12][n:13][c:14]3[c:15]2[c:16]2[c:17]([s:28]3)-[c:18]3[cH:19][n:20]([CH2:25][CH2:26][Br:49])[n:21][c:22]3[CH2:23][CH2:24]2)[cH:5][cH:6][c:7]1[F:8]. Starting materials: OC=1C=C(C=CC1)C1=CCN(CC1)C(=O)OC(C)(C)C (tert-butyl 5,6-dihydro-4-(3-hydroxyphenyl)pyridine-1(2H)-carboxylate), C([O-])([O-])=O.[K+].[K+] (potassium carbonate), C(C1=CC=CC=C1)Br (benzyl bromide). Run in C(C)(=O)OCC (ethyl acetate), CN(C)C=O (DMF). Conditions: temperature 80 celsius, time 16 hour. Product: C(C1=CC=CC=C1)OC=1C=C(C=CC1)C1=CCN(CC1)C(=O)OC(C)(C)C (tert-butyl 4-(3-(benzyloxy)phenyl)-5,6-dihydropyridine-1(2H)-carboxylate). As a reaction SMILES: [OH:1][C:2]1[CH:3]=[C:4]([C:8]2[CH2:13][CH2:12][N:11]([C:14]([O:16][C:17]([CH3:20])([CH3:19])[CH3:18])=[O:15])[CH2:10][CH:9]=2)[CH:5]=[CH:6][CH:7]=1.C(=O)([O-])[O-].[K+].[K+].[CH2:27](Br)[C:28]1[CH:33]=[CH:32][CH:31]=[CH:30][CH:29]=1>CN(C=O)C.C(OCC)(=O)C>[CH2:27]([O:1][C:2]1[CH:3]=[C:4]([C:8]2[CH2:13][CH2:12][N:11]([C:14]([O:16][C:17]([CH3:20])([CH3:19])[CH3:18])=[O:15])[CH2:10][CH:9]=2)[CH:5]=[CH:6][CH:7]=1)[C:28]1[CH:33]=[CH:32][CH:31]=[CH:30][CH:29]=1 |f:1.2.3|. Procedure details: To a mixture of tert-butyl 5,6-dihydro-4-(3-hydroxyphenyl)pyridine-1(2H)-carboxylate (crude, 100 mg) and potassium carbonate (300 mg) in DMF was added benzyl bromide (60 μL) at room temperature. The resulting mixture was stirred at 80° C. for 16 h. The mixture was cooled down, diluted with ethyl acetate, washed with water, brine, dried and concentrated. The product (60 mg) was purified by combiflash using hexane/ethyl acetate (max. EtOAc 10%) to afford tert-butyl 4-(3-(benzyloxy)phenyl)-5,6-dihy... Starting materials: BrC1=CC=CC=2CN(CCOC21)C(=O)OC(C)(C)C (tert-Butyl 9-bromo-2,3-dihydro-1,4-benzoxazepine-4(5H)-carboxylate), N1C(CCC1)=O (2-pyrrolidone), P(=O)([O-])([O-])[O-].[K+].[K+].[K+] (tripotassium phosphate), [C@@H]1([C@@H](CCCC1)N)N (1,2-trans-cyclohexanediamine), Copper iodide(I). The solvent is O1CCOCC1 (dioxane), CN(C=O)C (N,N-dimethylformamide), C(C)(=O)OCC (ethyl acetate), O (water). Conditions: temperature 110 celsius, time 20 hour. Yields the product O=C1N(CCC1)C1=CC=CC=2CN(CCOC21)C(=O)OC(C)(C)C (tert-butyl 9-(2-oxopyrrolidin-1-yl)-2,3-dihydro-1,4-benzoxazepine-4(5H)-carboxylate). Yield: 78.2%. As a reaction SMILES: Br[C:2]1[C:12]2[O:11][CH2:10][CH2:9][N:8]([C:13]([O:15][C:16]([CH3:19])([CH3:18])[CH3:17])=[O:14])[CH2:7][C:6]=2[CH:5]=[CH:4][CH:3]=1.[NH:20]1[CH2:24][CH2:23][CH2:22][C:21]1=[O:25].P([O-])([O-])([O-])=O.[K+].[K+].[K+].[C@@H]1(N)CCCC[C@H]1N>C(OCC)(=O)C.O.O1CCOCC1.CN(C)C=O>[O:25]=[C:21]1[CH2:22][CH2:23][CH2:24][N:20]1[C:2]1[C:12]2[O:11][CH2:10][CH2:9][N:8]([C:13]([O:15][C:16]([CH3:19])([CH3:18])[CH3:17])=[O:14])[CH2:7][C:6]=2[CH:5]=[CH:4][CH:3]=1 |f:2.3.4.5|. Procedure details: tert-Butyl 9-bromo-2,3-dihydro-1,4-benzoxazepine-4(5H)-carboxylate (328 mg, 1.00 mmol), 2-pyrrolidone (85.1 mg, 1.00 mmol), tripotassium phosphate (318 mg, 1.50 mmol), N,N-dimethylformamide (3 ml), dioxane (3 ml) and 1,2-trans-cyclohexanediamine (0.025 ml) mixture were stirred at room temperature under a nitrogen atmosphere for 5 min. Copper iodide(I) (35.0 mg, 0.184 mmol) was added, and the mixture was stirred at 110° C. under a nitrogen atmosphere for 20 hr. The reaction mixture was poured int... The reactants are O1CCN(CC1)C1=CCCCC1 (1-Morpholino-1-cyclohexene), [N+](=O)([O-])C=1C=C(C=O)C=CC1 (3-nitrobenzaldehyde), C1(=CC=CC=C1)C (toluene), Cl (HCl). Run at time 5 day. The product is OC(C1=CC(=CC=C1)[N+](=O)[O-])C1C(CCCC1)=O (2-(α-hydroxy-3-nitrobenzyl)cyclohexanone). RXN SMILES: [O:1]1CCN(C2CCCCC=2)CC1.[N+:13]([C:16]1[CH:17]=[C:18]([CH:21]=[CH:22][CH:23]=1)[CH:19]=[O:20])([O-:15])=[O:14].Cl.[C:25]1(C)[CH:30]=[CH:29][CH:28]=[CH:27][CH:26]=1>>[OH:20][CH:19]([CH:26]1[CH2:27][CH2:28][CH2:29][CH2:30][C:25]1=[O:1])[C:18]1[CH:21]=[CH:22][CH:23]=[C:16]([N+:13]([O-:15])=[O:14])[CH:17]=1. Procedure: 1-Morpholino-1-cyclohexene (13.28 g) was added dropwise to a stirred solution of 3-nitrobenzaldehyde (10.0 g) and 65 mL of dry toluene, under nitrogen. After stirring at room temperature for 5 days the mixture was treated with 75 mL of 5N HCl, stirred an additional 15 minutes and the layers separated. The aqueous phase was extracted with three additional 75 mL portions of toluene, the toluene extracts were dried (MgSO4), filtered and the solvent evaporated. The resulting yellow oil which turned ... The reactants are N#Cc1cc(F)c(Cl)nc1Cl, O, O=S(=O)(O)O. The product is NC(=O)c1cc(F)c(Cl)nc1Cl. RXN SMILES: [Cl:6][c:7]1[n:8][c:9]([Cl:16])[c:10]([F:15])[cH:11][c:12]1[C:13]#[N:14].[OH2:17].[S:1]([OH:2])(=[O:3])(=[O:4])[OH:5]>>[O:2]=[C:13]([c:12]1[c:7]([Cl:6])[n:8][c:9]([Cl:16])[c:10]([F:15])[cH:11]1)[NH2:14]. Starting materials: C(C1=CC=CC=C1)(=O)N1N(C=CN(C=C1)C1=CC=CC=C1)C(C1=CC=CC=C1)=O (1,2-dibenzoyl-5-phenyl-1H-1,2,5-triazepine), N-hydrochloric acid. The reagents and catalysts are [Pd] (Palladium on carbon). Solvent: O1CCOCC1 (dioxane). Product: C(C1=CC=CC=C1)(=O)N1N(CCNCC1)C(C1=CC=CC=C1)=O (1,2-Dibenzoylhexahydro-1H-1,2,5-triazepine). Reaction SMILES: [C:1]([N:9]1[CH:15]=[CH:14][N:13](C2C=CC=CC=2)[CH:12]=[CH:11][N:10]1[C:22](=[O:29])[C:23]1[CH:28]=[CH:27][CH:26]=[CH:25][CH:24]=1)(=[O:8])[C:2]1[CH:7]=[CH:6][CH:5]=[CH:4][CH:3]=1>[Pd].O1CCOCC1>[C:1]([N:9]1[CH2:15][CH2:14][NH:13][CH2:12][CH2:11][N:10]1[C:22](=[O:29])[C:23]1[CH:24]=[CH:25][CH:26]=[CH:27][CH:28]=1)(=[O:8])[C:2]1[CH:7]=[CH:6][CH:5]=[CH:4][CH:3]=1. Procedure details: A mixture of 1,2-dibenzoyl-5-phenyl-1H-1,2,5-triazepine (25.0 g), dioxane (500 ml), N-hydrochloric acid (250 ml) and 10% Palladium on carbon (1.3 g) was hydrogenated in a Parr apparatus at 16 p.s.i. pressure for 191/2 hours. The catalyst was removed by filtration and washed with water. The filtrate and washings were evaporated to a solid hydrochloride salt which was dried under oil pump vacuum; wt. 22.4 g. The material was assayed by HPLC and shown to be 91% pure. Material prepared in this way w... The reactants are solution, C[Al](C)C (trimethylaluminium), [N+](=O)([O-])C1=CC=C(C=C1)C1=C(NC=C1)C(=O)OC (methyl 3-(4-nitrophenyl)-1H-pyrrole-2-carboxylate), COC1=C(CN)C=CC(=C1)OC (2,4-dimethoxybenzylamine). Run in C1(=CC=CC=C1)C (toluene), C(C)#N (acetonitrile), C(C)(=O)OCC (ethyl acetate), C1(=CC=CC=C1)C (toluene). Conditions: temperature 20 celsius, time 1 hour. The product is COC1=C(CNC(=O)C=2NC=CC2C2=CC=C(C=C2)[N+](=O)[O-])C=CC(=C1)OC (2-(2,4-dimethoxybenzylamino)carbonyl-3-(4-nitrophenyl)-1H-pyrrole). The yield is 64.9%. RXN SMILES: [CH3:1][O:2][C:3]1[CH:10]=[C:9]([O:11][CH3:12])[CH:8]=[CH:7][C:4]=1[CH2:5][NH2:6].C[Al](C)C.[N+:17]([C:20]1[CH:25]=[CH:24][C:23]([C:26]2[CH:30]=[CH:29][NH:28][C:27]=2[C:31](OC)=[O:32])=[CH:22][CH:21]=1)([O-:19])=[O:18]>C1(C)C=CC=CC=1.C(OCC)(=O)C.C(#N)C>[CH3:1][O:2][C:3]1[CH:10]=[C:9]([O:11][CH3:12])[CH:8]=[CH:7][C:4]=1[CH2:5][NH:6][C:31]([C:27]1[NH:28][CH:29]=[CH:30][C:26]=1[C:23]1[CH:22]=[CH:21][C:20]([N+:17]([O-:19])=[O:18])=[CH:25][CH:24]=1)=[O:32]. Procedure: To 2.435 cm3 (15.84 mmol) of 2,4-dimethoxybenzylamine dissolved in 65 cm3 of toluene are added, at a temperature in the region of 20° C. under an argon atmosphere, 10.3 cm3 (20.59 mmol) of a 2M solution of trimethylaluminium in toluene, followed by addition of 1.95 g (7.92 mmol) of methyl 3-(4-nitrophenyl)-1H-pyrrole-2-carboxylate. After stirring for 1 hour at a temperature in the region of 20° C. and then for 16 hours at a temperature in the region of 60° C., the reaction mixture is diluted wit... Starting materials: C(C)(C)(C)OC(COC1=CC=CC=2C=C(OC21)C(NC2=C(C=CC=C2)NC(=O)OC(C)(C)C)=O)=O ([2-(2-tert-Butoxycarbonylamino-phenylcarbamoyl)-benzofuran-7-yloxy]-acetic acid tert-butyl ester), NC1=C(C=CC=C1)NC(=O)C1=CC2=C(S1)C=CC(=C2)OCC(=O)O ([2-(2-Amino-phenylcarbamoyl)-benzo[b]thiophen-5-yloxy]-acetic acid). The product is NC1=C(C=CC=C1)NC(=O)C=1OC2=C(C1)C=CC=C2OCC(=O)O ([2-(2-Amino-phenylcarbamoyl)-benzofuran-7-yloxy]-acetic acid). Reaction SMILES: C([O:5][C:6](=[O:35])[CH2:7][O:8][C:9]1[C:17]2[O:16][C:15]([C:18](=[O:34])[NH:19][C:20]3[CH:25]=[CH:24][CH:23]=[CH:22][C:21]=3[NH:26]C(OC(C)(C)C)=O)=[CH:14][C:13]=2[CH:12]=[CH:11][CH:10]=1)(C)(C)C.NC1C=CC=CC=1NC(C1SC2C=CC(OCC(O)=O)=CC=2C=1)=O>>[NH2:26][C:21]1[CH:22]=[CH:23][CH:24]=[CH:25][C:20]=1[NH:19][C:18]([C:15]1[O:16][C:17]2[C:9]([O:8][CH2:7][C:6]([OH:35])=[O:5])=[CH:10][CH:11]=[CH:12][C:13]=2[CH:14]=1)=[O:34]. Procedure details: was prepared from [2-(2-tert-Butoxycarbonylamino-phenylcarbamoyl)-benzofuran-7-yloxy]-acetic acid tert-butyl ester (48) in an analogous manner to that described for the preparation of (45) example 19, step 2; mp.: 208–210° C.